From a dataset of the Open Reaction Database (ORD), a public repository of structured organic reaction records. describe an organic reaction: reactants, conditions, products, and yield Yields the product CC(C)c1ccc(C(O)c2ccccc2OCc2ccccc2)cc1. Starting materials: Brc1ccccc1OCc1ccccc1, C1CCOC1, [Li]CCCC, CCCCCC, CC(C)c1ccc(C=O)cc1, O. Reaction SMILES: [CH2:12]([c:13]1[cH:14][cH:15][cH:16][cH:17][cH:18]1)[O:19][c:20]1[c:21]([Br:26])[cH:22][cH:23][cH:24][cH:25]1.[CH2:39]1[O:40][CH2:41][CH2:42][CH2:43]1.[CH2:7]([Li:8])[CH2:9][CH2:10][CH3:11].[CH3:1][CH2:2][CH2:3][CH2:4][CH2:5][CH3:6].[CH:27]([CH3:28])([CH3:29])[c:30]1[cH:31][cH:32][c:33]([CH:34]=[O:35])[cH:36][cH:37]1.[OH2:38]>>[CH2:12]([c:13]1[cH:14][cH:15][cH:16][cH:17][cH:18]1)[O:19][c:20]1[c:21]([CH:34]([c:33]2[cH:32][cH:31][c:30]([CH:27]([CH3:28])[CH3:29])[cH:37][cH:36]2)[OH:35])[cH:22][cH:23][cH:24][cH:25]1. Reactants: CC(=O)Nc1cc(CN2C(=O)N(c3ccc(C(C)(C)C)cc3)C(=O)C2(C)C)ccn1, ClCCl, O=C(OO)c1cccc(Cl)c1. Yields the product CC(=O)Nc1cc(CN2C(=O)N(c3ccc(C(C)(C)C)cc3)C(=O)C2(C)C)cc[n+]1[O-]. Reaction SMILES: [C:1]([CH3:2])([CH3:3])([CH3:4])[c:5]1[cH:6][cH:7][c:8]([N:11]2[C:12](=[O:30])[N:13]([CH2:19][c:20]3[cH:21][c:22]([NH:26][C:27]([CH3:28])=[O:29])[n:23][cH:24][cH:25]3)[C:14]([CH3:17])([CH3:18])[C:15]2=[O:16])[cH:9][cH:10]1.[Cl:42][CH2:43][Cl:44].[OH:31][O:32][C:33]([c:34]1[cH:35][c:36]([Cl:37])[cH:38][cH:39][cH:40]1)=[O:41]>>[C:1]([CH3:2])([CH3:3])([CH3:4])[c:5]1[cH:6][cH:7][c:8]([N:11]2[C:12](=[O:30])[N:13]([CH2:19][c:20]3[cH:21][c:22]([NH:26][C:27]([CH3:28])=[O:29])[n+:23]([O-:31])[cH:24][cH:25]3)[C:14]([CH3:17])([CH3:18])[C:15]2=[O:16])[cH:9][cH:10]1.